Dataset: the Open Reaction Database (ORD), a public repository of structured organic reaction records. Task: describe an organic reaction: reactants, conditions, products, and yield Starting materials: hydrochloride salt, CC1(C2CNCC12)C=1C=C(C=CC1)NS(=O)(=O)C (N-[3-(6-methyl-3-azabicyclo[3.1.0]hex-6-yl)phenyl]methanesulfonamide), C(O)([O-])=O.[Na+] (sodium hydrogen carbonate), O1C(=CC2=C1C=CC=C2)C(=O)O (1-benzofuran-2-carboxylic acid), O.ON1N=NC2=C1C=CC=C2 (1-hydroxybenzotriazole monohydrate), Cl.CN(CCCN=C=NCC)C (1-(3-dimethylaminopropyl)-3-ethylcarbodiimide hydrochloride). The solvent is CN(C=O)C (N,N-dimethylformamide), CO (methanol). Reaction conditions: time 10 minute. The product is O1C(=CC2=C1C=CC=C2)C(=O)N2CC1C(C1C2)(C)C=2C=C(C=CC2)NS(=O)(=O)C (N-{3-[3-(1-Benzofuran-2-ylcarbonyl)-6-methyl-3-azabicyclo[3.1.0]hex-6-yl]phenyl}methanesulfonamide). RXN SMILES: [O:1]1[C:5]2[CH:6]=[CH:7][CH:8]=[CH:9][C:4]=2[CH:3]=[C:2]1[C:10]([OH:12])=O.O.ON1C2C=CC=CC=2N=N1.Cl.CN(C)CCCN=C=NCC.[CH3:36][C:37]1([C:43]2[CH:44]=[C:45]([NH:49][S:50]([CH3:53])(=[O:52])=[O:51])[CH:46]=[CH:47][CH:48]=2)[CH:42]2[CH:38]1[CH2:39][NH:40][CH2:41]2.C(=O)([O-])O.[Na+]>CN(C)C=O.CO>[O:1]1[C:5]2[CH:6]=[CH:7][CH:8]=[CH:9][C:4]=2[CH:3]=[C:2]1[C:10]([N:40]1[CH2:41][CH:42]2[CH:38]([C:37]2([C:43]2[CH:44]=[C:45]([NH:49][S:50]([CH3:53])(=[O:52])=[O:51])[CH:46]=[CH:47][CH:48]=2)[CH3:36])[CH2:39]1)=[O:12] |f:1.2,3.4,6.7|. Reported procedure: To a solution of 1-benzofuran-2-carboxylic acid (201 mg, 1.24 mmol) in N,N-dimethylformamide (25 ml) was added 1-hydroxybenzotriazole monohydrate (200 mg, 1.31 mmol) and 1-(3-dimethylaminopropyl)-3-ethylcarbodiimide hydrochloride (340 mg, 1.77 mmol). After stirring at room temperature for 10 min the mixture was treated with the hydrochloride salt of N-[3-(6-methyl-3-azabicyclo[3.1.0]hex-6-yl)phenyl]methanesulfonamide (Preparation 53, 400 mg, 1.3 mmol) and sodium hydrogen carbonate (220 mg, 2.6 m... Reactants: CC(=O)O, [Na+], [OH-], O=[N+]([O-])O, C=CCc1ccc(CO)cc1O. Yields the product C=CCc1cc([N+](=O)[O-])c(CO)cc1O. As a reaction SMILES: [CH3:19][C:20](=[O:21])[OH:22].[Na+:18].[OH-:17].[OH:13][N+:14]([O-:15])=[O:16].[OH:1][c:2]1[cH:3][c:4]([CH2:5][OH:6])[cH:7][cH:8][c:9]1[CH2:10][CH:11]=[CH2:12]>>[OH:1][c:2]1[cH:3][c:4]([CH2:5][OH:6])[c:7]([N+:14](=[O:13])[O-:15])[cH:8][c:9]1[CH2:10][CH:11]=[CH2:12]. Reactants: COC=1C(=C(C(=O)O)C=C(C1)OC)C(CC)=O (3,5-dimethoxy-2-propionylbenzoic acid), O.NN (hydrazine hydrate). Procedure details: This compound is obtained according to the procedure described in 1.2. by reacting unpurified 3,5-dimethoxy-2-propionylbenzoic acid with hydrazine hydrate. Reaction SMILES: [CH3:1][O:2][C:3]1[C:4]([C:14](=O)[CH2:15][CH3:16])=[C:5]([CH:9]=[C:10]([O:12][CH3:13])[CH:11]=1)[C:6](O)=[O:7].O.[NH2:19][NH2:20]>>[CH3:1][O:2][C:3]1[CH:11]=[C:10]([O:12][CH3:13])[CH:9]=[C:5]2[C:4]=1[C:14]([CH2:15][CH3:16])=[N:19][NH:20][C:6]2=[O:7] |f:1.2|. Yields the product COC1=C2C(=NNC(C2=CC(=C1)OC)=O)CC (5,7-Dimethoxy-4-ethyl-2H-phthalazin-1-one). As a reaction SMILES: [Br:1][CH2:2][CH:3]1[CH2:4][O:5][c:6]2[c:7]([cH:9][cH:10][cH:11][cH:12]2)[O:8]1.[BrH:26].[CH3:27][C:28]#[N:29].[NH:13]1[CH2:14][CH:15]([c:19]2[c:20]([OH:25])[cH:21][cH:22][cH:23][cH:24]2)[CH2:16][CH2:17][CH2:18]1>>[CH2:2]([CH:3]1[CH2:4][O:5][c:6]2[c:7]([cH:9][cH:10][cH:11][cH:12]2)[O:8]1)[N:13]1[CH2:14][CH:15]([c:19]2[c:20]([OH:25])[cH:21][cH:22][cH:23][cH:24]2)[CH2:16][CH2:17][CH2:18]1. Reactants: BrCC1COc2ccccc2O1, Br, CC#N, Oc1ccccc1C1CCCNC1. The product is Oc1ccccc1C1CCCN(CC2COc3ccccc3O2)C1.